Dataset: the Open Reaction Database (ORD), a public repository of structured organic reaction records. Task: describe an organic reaction: reactants, conditions, products, and yield Reactants: C(C)=O (Acetaldehyde), C(C)=O (acetaldehyde), [N+](=O)(O)[O-] (nitric acid), N1=CC=CC=C1 (pyridine), C(C)(=O)OO (peracetic acid), C=O (formaldehyde), acrolein leads, alkylpyridines, N1=CC=CC=C1 (pyridine), C(C)=O (acetaldehyde), N (ammonia), C(C)=O (acetaldehyde). The product is C(C)C=1C=CC(=NC1)C (5-ethyl-2-methylpyridine), C(=O)C=O (glyoxal), C(C=O)(=O)O (glyoxalic acid). As a reaction SMILES: [CH:1](=[O:3])[CH3:2].N.[CH2:5]=[O:6].[C:7]([O:10]O)(=[O:9])[CH3:8].[N+]([O-])(O)=[O:13].[N:16]1C=[CH:20][CH:19]=[CH:18][CH:17]=1>>[CH2:19]([C:18]1[CH:7]=[CH:8][C:1]([CH3:2])=[N:16][CH:17]=1)[CH3:20].[CH:5]([CH:1]=[O:3])=[O:6].[C:7]([OH:10])(=[O:9])[CH:8]=[O:13]. Reported procedure: A considerable proportion of acetaldehyde is used for the preparation of acetic esters. For example, ethyl acetate is prepared in a rearrangement reaction with aluminium alcoholates as a catalyst (Claisen-Ti{hacek over (s)}{hacek over (c)}enko reaction). A substantial proportion is also used with formaldehyde for the production of pentaerythritol, an intermediate in the production of alkyl resins and plasticizers and emulsifiers. Furthermore, acetaldehyde is an intermediate in the preparation of...